Dataset: the Open Reaction Database (ORD), a public repository of structured organic reaction records. Task: describe an organic reaction: reactants, conditions, products, and yield Starting materials: aqueous solution, Cl (hydrochloric acid), C(C)(C)OB(OC(C)C)OC(C)C (triisopropylborate), C(CCC)[Li] (n-butyl lithium), n-hexanes, BrC1=C(C=C(C=C1)OC1=CC=CC=C1)CO ((2-bromo-5-phenoxyphenyl)methanol). The solvent is O1CCCC1 (tetrahydrofuran). Reaction conditions: temperature -78 celsius. Yields the product O(C1=CC=CC=C1)C=1C=CC2=C(COB2O)C1 (5-phenoxy-1,3-dihydro-2,1-benzoxaborol-1-ol). Yield: 73.4%. As a reaction SMILES: C([Li])CCC.Br[C:7]1[CH:12]=[CH:11][C:10]([O:13][C:14]2[CH:19]=[CH:18][CH:17]=[CH:16][CH:15]=2)=[CH:9][C:8]=1[CH2:20][OH:21].C([O:25][B:26](OC(C)C)OC(C)C)(C)C.Cl>O1CCCC1>[O:13]([C:10]1[CH:11]=[CH:12][C:7]2[B:26]([OH:25])[O:21][CH2:20][C:8]=2[CH:9]=1)[C:14]1[CH:19]=[CH:18][CH:17]=[CH:16][CH:15]=1. Procedure details: A solution of n-butyl lithium in n-hexanes (2.24 M, 8.6 mL, 0.019 mol) was slowly added to a solution of (2-bromo-5-phenoxyphenyl)methanol (2.21 g, 0.0079 mol) in anhydrous tetrahydrofuran (50 mL) at −78° C. under an atmosphere of nitrogen. The reaction was stirred for thirty minutes at −78° C., then stirred for twenty minutes at −25° C. The reaction was cooled to −50° C. and triisopropylborate (4.075 g, 0.0216 mol) was slowly added. The reaction was warmed to room temperature and was stirred fo... Reactants: CCCC[Sn](CCCC)(CCCC)c1ccccn1, Cc1ccccc1, O=C(c1csc(Br)c1)N1CCCCC1, Cl[Pd]Cl, c1ccc(P(c2ccccc2)c2ccccc2)cc1, c1ccc(P(c2ccccc2)c2ccccc2)cc1. Yields the product O=C(c1csc(-c2ccccn2)c1)N1CCCCC1. RXN SMILES: [CH2:15]([Sn:16]([CH2:17][CH2:18][CH2:19][CH3:26])([c:20]1[n:21][cH:22][cH:23][cH:24][cH:25]1)[CH2:27][CH2:28][CH2:29][CH3:30])[CH2:31][CH2:32][CH3:33].[CH3:34][c:35]1[cH:36][cH:37][cH:38][cH:39][cH:40]1.[N:1]1([C:7](=[O:8])[c:9]2[cH:10][s:11][c:12]([Br:14])[cH:13]2)[CH2:2][CH2:3][CH2:4][CH2:5][CH2:6]1.[Pd:41]([Cl:42])[Cl:43].[c:44]1([P:45]([c:46]2[cH:47][cH:48][cH:49][cH:50][cH:51]2)[c:52]2[cH:53][cH:54][cH:55][cH:56][cH:57]2)[cH:58][cH:59][cH:60][cH:61][cH:62]1.[c:63]1([P:64]([c:65]2[cH:66][cH:67][cH:68][cH:69][cH:70]2)[c:71]2[cH:72][cH:73][cH:74][cH:75][cH:76]2)[cH:77][cH:78][cH:79][cH:80][cH:81]1>>[N:1]1([C:7](=[O:8])[c:9]2[cH:10][s:11][c:12](-[c:20]3[n:21][cH:22][cH:23][cH:24][cH:25]3)[cH:13]2)[CH2:2][CH2:3][CH2:4][CH2:5][CH2:6]1.